This data is from the Open Reaction Database (ORD), a public repository of structured organic reaction records. The task is: describe an organic reaction: reactants, conditions, products, and yield Starting materials: COc1cc(CCNc2ncnc3c(F)ccc(F)c23)ccc1O, Fc1ccc(C(F)(F)F)cn1, [H-], [Na+], CN(C)C=O. Yields the product COc1cc(CCNc2ncnc3c(F)ccc(F)c23)ccc1Oc1ccc(C(F)(F)F)cn1. As a reaction SMILES: [F:1][c:2]1[c:3]2[c:4]([NH:13][CH2:14][CH2:15][c:16]3[cH:17][c:18]([O:23][CH3:24])[c:19]([OH:22])[cH:20][cH:21]3)[n:5][cH:6][n:7][c:8]2[c:9]([F:12])[cH:10][cH:11]1.[F:27][c:28]1[n:29][cH:30][c:31]([C:34]([F:35])([F:36])[F:37])[cH:32][cH:33]1.[H-:25].[Na+:26].[O:38]=[CH:39][N:40]([CH3:41])[CH3:42]>>[F:1][c:2]1[c:3]2[c:4]([NH:13][CH2:14][CH2:15][c:16]3[cH:17][c:18]([O:23][CH3:24])[c:19]([O:22][c:28]4[n:29][cH:30][c:31]([C:34]([F:35])([F:36])[F:37])[cH:32][cH:33]4)[cH:20][cH:21]3)[n:5][cH:6][n:7][c:8]2[c:9]([F:12])[cH:10][cH:11]1.